This data is from the Open Reaction Database (ORD), a public repository of structured organic reaction records. The task is: describe an organic reaction: reactants, conditions, products, and yield Reactants: CS(=O)(=O)O, O=C(O)CCCc1cc(F)cc(F)c1. The product is O=C1CCCc2cc(F)cc(F)c21. Reaction SMILES: [CH3:15][S:16](=[O:17])(=[O:18])[OH:19].[F:1][c:2]1[cH:3][c:4]([CH2:9][CH2:10][CH2:11][C:12](=[O:13])[OH:14])[cH:5][c:6]([F:8])[cH:7]1>>[F:1][c:2]1[c:3]2[c:4]([cH:5][c:6]([F:8])[cH:7]1)[CH2:9][CH2:10][CH2:11][C:12]2=[O:14]. Reactants: FC1=NC(=CC2=C1OC1=CC=C(C=C1C21N=C(N(C(C1)=O)C)NC(OC(C)(C)C)=O)C=1C(=NC=CC1)F)C=1C(=NC=CC1)F (tert-butyl 1-fluoro-3,7-bis(2-fluoropyridin-3-yl)-1′-methyl-6′-oxo-5′,6′-dihydro-1′H-spiro[chromeno[2,3-c]pyridine-5,4′-pyrimidine]-2′-ylcarbamate), C(=O)(C(F)(F)F)O (TFA). Run in C(Cl)Cl (DCM). Conditions: time 8 hour. The product is NC=1N(C(CC2(N1)C1=CC(=CC=C1OC=1C(=NC(=CC12)C=1C(=NC=CC1)F)F)C=1C(=NC=CC1)F)=O)C (2′-amino-1-fluoro-3,7-bis(2-fluoropyridin-3-yl)-1′-methyl-1′H-spiro[chromeno[2,3-c]pyridine-5,4′-pyrimidin]-6′(5′H)-one). Yield: 84.9%. Reaction SMILES: [F:1][C:2]1[C:7]2[O:8][C:9]3[C:14]([C:15]4([CH2:20][C:19](=[O:21])[N:18]([CH3:22])[C:17]([NH:23]C(=O)OC(C)(C)C)=[N:16]4)[C:6]=2[CH:5]=[C:4]([C:38]2[C:39]([F:44])=[N:40][CH:41]=[CH:42][CH:43]=2)[N:3]=1)=[CH:13][C:12]([C:31]1[C:32]([F:37])=[N:33][CH:34]=[CH:35][CH:36]=1)=[CH:11][CH:10]=3.C(O)(C(F)(F)F)=O>C(Cl)Cl>[NH2:23][C:17]1[N:18]([CH3:22])[C:19](=[O:21])[CH2:20][C:15]2([C:6]3[CH:5]=[C:4]([C:38]4[C:39]([F:44])=[N:40][CH:41]=[CH:42][CH:43]=4)[N:3]=[C:2]([F:1])[C:7]=3[O:8][C:9]3[C:14]2=[CH:13][C:12]([C:31]2[C:32]([F:37])=[N:33][CH:34]=[CH:35][CH:36]=2)=[CH:11][CH:10]=3)[N:16]=1. Procedure details: Tert-butyl 1-fluoro-3,7-bis(2-fluoropyridin-3-yl)-1′-methyl-6′-oxo-5′,6′-dihydro-1′H-spiro[chromeno[2,3-c]pyridine-5,4′-pyrimidine]-2′-ylcarbamate was obtained as a side product in the synthesis of Example 12. To a solution of tert-butyl 1-fluoro-3,7-bis(2-fluoropyridin-3-yl)-1′-methyl-6′-oxo-5′,6′-dihydro-1′H-spiro[chromeno[2,3-c]pyridine-5,4′-pyrimidine]-2′-ylcarbamate (32 mg, 0.053 mmol) in DCM (2.5 mL) was added TFA (500 μL, 6.49 mmol). The reaction was allowed to stir at RT overnight. The r... The reactants are COC(CC1=C(N(C2=NC=CC=C21)C(C)C2=CC=C(C=C2)S(=O)(=O)C)C)=O ({1-[1-(4-methanesulfonyl-phenyl)-ethyl]-2-methyl-1H-pyrrolo[2,3-b]pyridin-3-yl}-acetic acid methyl ester), CO (methanol), [OH-].[Li+] (lithium hydroxide). Run in C1CCOC1 (THF). Reaction conditions: time 30 minute. Product: CS(=O)(=O)C1=CC=C(C=C1)C(C)N1C(=C(C=2C1=NC=CC2)CC(=O)O)C ({1-[1-(4-Methanesulfonyl-phenyl)-ethyl]-2-methyl-1H-pyrrolo[2,3-b]pyridin-3-yl}-acetic acid). Reaction SMILES: C[O:2][C:3](=[O:27])[CH2:4][C:5]1[C:13]2[C:8](=[N:9][CH:10]=[CH:11][CH:12]=2)[N:7]([CH:14]([C:16]2[CH:21]=[CH:20][C:19]([S:22]([CH3:25])(=[O:24])=[O:23])=[CH:18][CH:17]=2)[CH3:15])[C:6]=1[CH3:26].CO.[OH-].[Li+]>C1COCC1>[CH3:25][S:22]([C:19]1[CH:20]=[CH:21][C:16]([CH:14]([N:7]2[C:8]3=[N:9][CH:10]=[CH:11][CH:12]=[C:13]3[C:5]([CH2:4][C:3]([OH:27])=[O:2])=[C:6]2[CH3:26])[CH3:15])=[CH:17][CH:18]=1)(=[O:23])=[O:24] |f:2.3|. Procedure: A solution of {1-[1-(4-methanesulfonyl-phenyl)-ethyl]-2-methyl-1H-pyrrolo[2,3-b]pyridin-3-yl}-acetic acid methyl ester (Enantiomer A) (22 mg, 0.05 mmol) in THF (0.5 ml) and methanol (0.5 ml) is treated with 2M lithium hydroxide (0.2 ml) and stirred at room temperature for 30 minutes. The solvent is removed in vacuo and the crude is dissolved in water (10 ml) and acidified to pH1 using concentrated HCl. The mixture is then extracted with ethyl acetate (2×10 ml) and the organic portions are washed... Starting materials: Br, CCOC(C)=O, CCO, CC(=O)O, CC(=O)NC1=Nc2ccc(OCCCC(=O)N(C)C3CCCCC3)cc2CN1CC(=O)OC(C)(C)C. The product is CCOC(=O)CN1Cc2cc(OCCCC(=O)N(C)C3CCCCC3)ccc2N=C1NC(C)=O. RXN SMILES: [BrH:37].[CH3:38][CH2:39][O:40][C:41](=[O:42])[CH3:43].[CH3:44][CH2:45][OH:46].[CH3:47][C:48](=[O:49])[OH:50].[CH:1]1([N:7]([C:8]([CH2:9][CH2:10][CH2:11][O:12][c:13]2[cH:14][c:15]3[c:20]([cH:21][cH:22]2)[N:19]=[C:18]([NH:23][C:24]([CH3:25])=[O:26])[N:17]([CH2:27][C:28](=[O:29])[O:30][C:31]([CH3:32])([CH3:33])[CH3:34])[CH2:16]3)=[O:35])[CH3:36])[CH2:2][CH2:3][CH2:4][CH2:5][CH2:6]1>>[CH:1]1([N:7]([C:8]([CH2:9][CH2:10][CH2:11][O:12][c:13]2[cH:14][c:15]3[c:20]([cH:21][cH:22]2)[N:19]=[C:18]([NH:23][C:24]([CH3:25])=[O:26])[N:17]([CH2:27][C:28](=[O:29])[O:30][CH2:31][CH3:32])[CH2:16]3)=[O:35])[CH3:36])[CH2:2][CH2:3][CH2:4][CH2:5][CH2:6]1. Reactants: O1CCOC12CCN(CC2)C#N (1,4-dioxa-8-aza-spiro[4.5]decane-8-carbonitrile), ONC(C(C)C)=N (N-hydroxy-isobutyramidine), Intermediate 5. Product: C(C)(C)C1=NOC(=N1)N1CCC(CC1)=O (1-(3-Isopropyl-[1,2,4]oxadiazol-5-yl)-piperidin-4-one). As a reaction SMILES: [O:1]1[C:5]2([CH2:10][CH2:9][N:8]([C:11]#[N:12])[CH2:7][CH2:6]2)OCC1.[OH:13][NH:14][C:15](=N)[CH:16]([CH3:18])[CH3:17]>>[CH:16]([C:15]1[N:12]=[C:11]([N:8]2[CH2:7][CH2:6][C:5](=[O:1])[CH2:10][CH2:9]2)[O:13][N:14]=1)([CH3:18])[CH3:17]. Reported procedure: The title compound is prepared from 1,4-dioxa-8-aza-spiro[4.5]decane-8-carbonitrile and N-hydroxy-isobutyramidine following a procedure analogous to that described in Intermediate 5. LC (method 6): tR=1.56 min; Mass spectrum (ESI+): m/z=254 [M+H]+. Reactants: CS(=O)(=O)Cl (methane sulfonyl chloride), NC(C1=CC=C(COC2=C(C(=C(C=C2)C(C)=O)O)CCC)C=C1)C1=CC(=CC=C1)C1=NN=NN1 (1-[4-(4-{amino-[3-(1H-tetrazol-5-yl)-phenyl]-methyl}-benzyloxy)-2-hydroxy-3-propyl-phenyl]-ethanone). Product: C(C)(=O)C1=C(C(=C(OCC2=CC=C(C=C2)C(NS(=O)(=O)C)C2=CC(=CC=C2)C2=NN=NN2)C=C1)CCC)O (N-{[4-(4-acetyl-3-hydroxy-2-propyl-phenoxymethyl)-phenyl]-[3-(1H-tetrazol-5-yl)-phenyl]-methyl}-methanesulfonamide). Reaction SMILES: [CH3:1][S:2](Cl)(=[O:4])=[O:3].[NH2:6][CH:7]([C:29]1[CH:34]=[CH:33][CH:32]=[C:31]([C:35]2[NH:39][N:38]=[N:37][N:36]=2)[CH:30]=1)[C:8]1[CH:28]=[CH:27][C:11]([CH2:12][O:13][C:14]2[CH:19]=[CH:18][C:17]([C:20](=[O:22])[CH3:21])=[C:16]([OH:23])[C:15]=2[CH2:24][CH2:25][CH3:26])=[CH:10][CH:9]=1>>[C:20]([C:17]1[CH:18]=[CH:19][C:14]([O:13][CH2:12][C:11]2[CH:10]=[CH:9][C:8]([CH:7]([C:29]3[CH:34]=[CH:33][CH:32]=[C:31]([C:35]4[NH:39][N:38]=[N:37][N:36]=4)[CH:30]=3)[NH:6][S:2]([CH3:1])(=[O:4])=[O:3])=[CH:28][CH:27]=2)=[C:15]([CH2:24][CH2:25][CH3:26])[C:16]=1[OH:23])(=[O:22])[CH3:21]. Procedure details: The title compound is prepared essentially as described in Example 74 employing methane sulfonyl chloride and 1-[4-(4-{amino-[3-(1H-tetrazol-5-yl)-phenyl]-methyl}-benzyloxy)-2-hydroxy-3-propyl-phenyl]-ethanone to give 22 mg, 28%, as a white solid. 1H NMR (DMSO-d6) δ 12.86 (s, 1H), 8.49 (d, 1H), 8.17 (s, 1H), 7.91-7.94 (m, 1H), 7.80 (d, 1H), 7.60-7.62 (m, 2H), 7.44-7.51 (m, 4H), 6.72 (d, 1H), 5.81 (d, 1H), 5.25 (s, 2H), 2.75 (s, 3H), 2.57-2.62 (m, 5H), 1.46-1.53 (m, 2H), 0.87 (t, 3H). LCMS M+1 53... Reactants: C(C)(=O)O[C@@H]1[C@H](O[C@H]([C@@H]([C@H]1OC(C)=O)OC(C)=O)N1C=C(C2=CC=CC=C12)CC=1SC(=CN1)C=1OC=CC1)COC(C)=O ((2R,3R,4S,5R,6R)-2-(Acetoxymethyl)-6-(3-((5-(furan-2-yl)thiazol-2-yl)methyl)-1H-indol-1-yl)-tetrahydro-2H-pyran-3,4,5-triyl triacetate), C[O-].[Na+] (sodium methoxide). The solvent is CO (MeOH). Reaction conditions: time 1 hour. Product: O1C(=CC=C1)C1=CN=C(S1)CC1=CN(C2=CC=CC=C12)[C@@H]1O[C@@H]([C@H]([C@@H]([C@H]1O)O)O)CO ((2R,3R,4S,5S,6R)-2-(3-((5-(Furan-2-yl)thiazol-2-yl)methyl)-1H-indol-1-yl)-6-(hydroxymethyl)-tetrahydro-2H-pyran-3,4,5-triol). The yield is 17.7%. RXN SMILES: C([O:4][C@H:5]1[C@H:10]([O:11]C(=O)C)[C@@H:9]([O:15]C(=O)C)[C@H:8]([N:19]2[C:27]3[C:22](=[CH:23][CH:24]=[CH:25][CH:26]=3)[C:21]([CH2:28][C:29]3[S:30][C:31]([C:34]4[O:35][CH:36]=[CH:37][CH:38]=4)=[CH:32][N:33]=3)=[CH:20]2)[O:7][C@@H:6]1[CH2:39][O:40]C(=O)C)(=O)C.C[O-].[Na+]>CO>[O:35]1[CH:36]=[CH:37][CH:38]=[C:34]1[C:31]1[S:30][C:29]([CH2:28][C:21]2[C:22]3[C:27](=[CH:26][CH:25]=[CH:24][CH:23]=3)[N:19]([C@H:8]3[C@H:9]([OH:15])[C@@H:10]([OH:11])[C@H:5]([OH:4])[C@@H:6]([CH2:39][OH:40])[O:7]3)[CH:20]=2)=[N:33][CH:32]=1 |f:1.2|. Procedure: To a solution of acetate 79 (195 mg, 0.32 mmol) in MeOH (15 mL) were added sodium methoxide (25 wt. % in MeOH, 1 mL) at room temperature. The mixture was stirred at room temperature for 1 hours. The amberlite IR-120H resin was added to the mixture to acidify the mixture. The mixture was filtered off and the filtrate was concentrated in vacuo. The residue was purified by prep HPLC (C18) to provide the titled compound 80 (25 mg, 18%). The reactants are Cn1nc(CBr)c2c(Cl)ncnc21, O=C([O-])[O-], Cc1nnc(-c2ccc(C)c(O)c2)o1, [K+], [K+]. Yields the product Cc1nnc(-c2ccc(C)c(OCc3nn(C)c4ncnc(Cl)c34)c2)o1. RXN SMILES: [Br:21][CH2:22][c:23]1[n:24][n:25]([CH3:33])[c:26]2[n:27][cH:28][n:29][c:30]([Cl:32])[c:31]12.[C:15](=[O:16])([O-:17])[O-:18].[CH3:1][c:2]1[c:3]([OH:14])[cH:4][c:5](-[c:8]2[o:9][c:10]([CH3:13])[n:11][n:12]2)[cH:6][cH:7]1.[K+:19].[K+:20]>>[CH3:1][c:2]1[c:3]([O:14][CH2:22][c:23]2[n:24][n:25]([CH3:33])[c:26]3[n:27][cH:28][n:29][c:30]([Cl:32])[c:31]23)[cH:4][c:5](-[c:8]2[o:9][c:10]([CH3:13])[n:11][n:12]2)[cH:6][cH:7]1.